Dataset: the Open Reaction Database (ORD), a public repository of structured organic reaction records. Task: describe an organic reaction: reactants, conditions, products, and yield Starting materials: Cl (hydrogen chloride), Cl (hydrogen chloride), C(C)C1=C(N)C(=CC(=C1)C)CC (2,6-diethyl-4-methylaniline), N(=O)OCCC(C)C (Isoamyl nitrite). The solvent is ClC1=C(C=CC=C1)Cl (o-dichlorobenzene). Reaction conditions: temperature 45 celsius. The product is ClC1=C(C=C(C=C1CC)C)CC (1-chloro-2,6-diethyl-4-methylbenzene). Yield: 90.0%. Reaction SMILES: [ClH:1].[CH2:2]([C:4]1[CH:10]=[C:9]([CH3:11])[CH:8]=[C:7]([CH2:12][CH3:13])[C:5]=1N)[CH3:3].N(OCCC(C)C)=O>ClC1C=CC=CC=1Cl>[Cl:1][C:5]1[C:4]([CH2:2][CH3:3])=[CH:10][C:9]([CH3:11])=[CH:8][C:7]=1[CH2:12][CH3:13]. Procedure: Gaseous hydrogen chloride (1.05 equiv.) is fed into a solution of 2,6-diethyl-4-methylaniline (1.00 equiv.) in o-dichlorobenzene, allowing the pot temperature to rise to 70° C. The resulting salt suspension is cooled to 45° C. Isoamyl nitrite (1.05 equiv.) and additional gaseous hydrogen chloride (0.50 equiv.) are fed subsurface simultaneously at 45-50° C. over a 2-hour period to afford 1-chloro-2,6-diethyl-4-methylbenzene in 90-93% yield. 20% sodium hydroxide (0.50 equiv.) is added to adjust th... Reactants: ClCCCBr, O=C([O-])[O-], CC#N, CNC1CCC1, [K+], [K+]. Product: CN(CCCCl)C1CCC1. Reaction SMILES: [Br:13][CH2:14][CH2:15][CH2:16][Cl:17].[C:7](=[O:8])([O-:9])[O-:10].[CH3:18][C:19]#[N:20].[CH3:1][NH:2][CH:3]1[CH2:4][CH2:5][CH2:6]1.[K+:11].[K+:12]>>[CH3:1][N:2]([CH:3]1[CH2:4][CH2:5][CH2:6]1)[CH2:14][CH2:15][CH2:16][Cl:17]. Reactants: O (Water), C(=O)C1CCN(CC1)C(=O)OC(C)(C)C (tert-butyl 4-formylpiperidine-1-carboxylate), C([O-])([O-])=O.[K+].[K+] (potassium carbonate), Example 21A. Solvent: CO (methanol), CO (methanol). Reaction conditions: time 8 hour. Product: C(#C)C1CCN(CC1)C(=O)OC(C)(C)C (tert-butyl 4-ethynylpiperidine-1-carboxylate). RXN SMILES: [CH:1]([CH:3]1[CH2:8][CH2:7][N:6]([C:9]([O:11][C:12]([CH3:15])([CH3:14])[CH3:13])=[O:10])[CH2:5][CH2:4]1)=O.[C:16](=O)([O-])[O-].[K+].[K+].O>CO>[C:1]([CH:3]1[CH2:8][CH2:7][N:6]([C:9]([O:11][C:12]([CH3:15])([CH3:14])[CH3:13])=[O:10])[CH2:5][CH2:4]1)#[CH:16] |f:1.2.3|. Procedure: To a solution of tert-butyl 4-formylpiperidine-1-carboxylate (2.2 g, 10.4 mmol) and potassium carbonate (2.9 g, 20.8 mmol) in methanol (100 mL) was added Example 21A (2.0 g, 10.4 mmol) in methanol (20 mL) and the mixture was stirred at room temperature overnight. Water was added and the mixture was extracted with ethyl acetate (twice). The combined organic layers were washed with brine and concentrated. Purification by flash chromatography on silica gel (Teledyne CombiFlash Rf, 1:5 ethyl acetate... Reactants: CC(C)(C)OC(=O)N1CCC(O)CC1, Cc1cc(C(=O)NC2CCCCC2)n(-c2ccc(O)cc2)n1, C1CCOC1, c1ccc(P(c2ccccc2)c2ccccc2)cc1. The product is Cc1cc(C(=O)NC2CCCCC2)n(-c2ccc(OC3CCN(C(=O)OC(C)(C)C)CC3)cc2)n1. As a reaction SMILES: [C:42]([CH3:43])([CH3:44])([CH3:45])[O:46][C:47](=[O:48])[N:49]1[CH2:50][CH2:51][CH:52]([OH:55])[CH2:53][CH2:54]1.[CH:1]1([NH:7][C:8](=[O:9])[c:10]2[n:11](-[c:16]3[cH:17][cH:18][c:19]([OH:22])[cH:20][cH:21]3)[n:12][c:13]([CH3:15])[cH:14]2)[CH2:2][CH2:3][CH2:4][CH2:5][CH2:6]1.[O:56]1[CH2:57][CH2:58][CH2:59][CH2:60]1.[c:23]1([P:24]([c:25]2[cH:26][cH:27][cH:28][cH:29][cH:30]2)[c:31]2[cH:32][cH:33][cH:34][cH:35][cH:36]2)[cH:37][cH:38][cH:39][cH:40][cH:41]1>>[CH:1]1([NH:7][C:8](=[O:9])[c:10]2[n:11](-[c:16]3[cH:17][cH:18][c:19]([O:22][CH:52]4[CH2:51][CH2:50][N:49]([C:47]([O:46][C:42]([CH3:43])([CH3:44])[CH3:45])=[O:48])[CH2:54][CH2:53]4)[cH:20][cH:21]3)[n:12][c:13]([CH3:15])[cH:14]2)[CH2:2][CH2:3][CH2:4][CH2:5][CH2:6]1. Reactants: P(OC1=CC=CC=C1)(OC1=CC=CC=C1)OC1=CC=CC=C1 (triphenyl phosphite), C(Cl)Cl (methylene chloride), ClCl (chlorine), C(Cl)Cl (methylene chloride), ClCl.P(OC1=CC=CC=C1)(OC1=CC=CC=C1)OC1=CC=CC=C1 (chlorine triphenyl phosphite), C(C1=CC=CC=C1)(C1=CC=CC=C1)OC(=O)C=1N2C(C(C2SCC1CC=O)NC(=O)OC(C)(C)C)=O (2-benzhydryloxycarbonyl-7-t-butoxycarbonylamino-8-oxo-3-(2-oxoethyl)-5-thia-1-azabicyclo[4.2.0]oct-2-ene), C(C1=CC=CC=C1)(C1=CC=CC=C1)OC(=O)C=1N2C(C(C2SCC1CC=O)NC(=O)OC(C)(C)C)=O (2-benzhydryloxycarbonyl-7-t-butoxycarbonylamino-8-oxo-3-(2-oxoethyl)-5-thia-1-azabicyclo[4.2.0]oct-2-ene), C(Cl)Cl (methylene chloride). Solvent: N1=CC=CC=C1 (pyridine). Run at time 15 minute. The product is C(C1=CC=CC=C1)(C1=CC=CC=C1)OC(=O)C=1N2C(C(C2SCC1CC(Cl)Cl)NC(=O)OC(C)(C)C)=O (2-benzhydryloxycarbonyl-7 -t-butoxycarbonylamino-3-(2,2-dichloroethyl)-8-oxo-5-thia-1-azabicyclo[4.2.0]oct-2-ene). Reaction SMILES: ClCl.P(OC1C=CC=CC=1)(OC1C=CC=CC=1)OC1C=CC=CC=1.P(OC1C=CC=CC=1)(OC1C=CC=CC=1)OC1C=CC=CC=1.ClCl.[CH:49]([O:62][C:63]([C:65]1[N:66]2[CH:69]([S:70][CH2:71][C:72]=1[CH2:73]C=O)[CH:68]([NH:76][C:77]([O:79][C:80]([CH3:83])([CH3:82])[CH3:81])=[O:78])[C:67]2=[O:84])=[O:64])([C:56]1[CH:61]=[CH:60][CH:59]=[CH:58][CH:57]=1)[C:50]1[CH:55]=[CH:54][CH:53]=[CH:52][CH:51]=1.[CH2:85]([Cl:87])[Cl:86]>N1C=CC=CC=1>[CH:49]([O:62][C:63]([C:65]1[N:66]2[CH:69]([S:70][CH2:71][C:72]=1[CH2:73][CH:85]([Cl:87])[Cl:86])[CH:68]([NH:76][C:77]([O:79][C:80]([CH3:83])([CH3:82])[CH3:81])=[O:78])[C:67]2=[O:84])=[O:64])([C:50]1[CH:51]=[CH:52][CH:53]=[CH:54][CH:55]=1)[C:56]1[CH:61]=[CH:60][CH:59]=[CH:58][CH:57]=1 |f:0.1|. Procedure details: A solution of the chlorine/triphenyl phosphite addition compound is prepared by adding a solution of triphenyl phosphite (1.55 g) in methylene chloride (5 cc), over a period of 15 minutes, to a 10% strength (weight/volume) solution of chlorine in methylene chloride (4 cc), cooled to -5° C. The resulting solution is added, over a period of 90 minutes, at -10° C., to a solution of 2-benzhydryloxycarbonyl-7-t-butoxycarbonylamino-8-oxo-3-(2-oxoethyl)-5-thia-1-azabicyclo[4.2.0]oct-2-ene (product 2a) ... Reactants: FC([C@@H]1CC[C@H](CC1)NC(C1=C(C=C(C(=C1)N)N)OCC(F)F)=O)(F)F (N-(trans-4-trifluoromethyl-cyclohex-1-yl)-2-(2,2-difluoro-ethoxy)-4,5-diamino-benzoic acid amide), ClC1=C(CNC(C(C)(C)C)=O)C=CC(=C1N=C=S)Cl (N-(2,4-dichloro-3-isothiocyanato-benzyl)-2,2-dimethyl-propionamide), CC(N=C=NC(C)C)C (DIC). Product: FC([C@@H]1CC[C@H](CC1)NC(=O)C1=CC2=C(NC(=N2)NC2=C(C(=CC=C2Cl)CNC(C(C)(C)C)=O)Cl)C=C1OCC(F)F)(F)F (N-(trans-4-Trifluoromethyl-cyclohex-1-yl)-2-{2,6-dichloro-3-[(2,2-dimethyl-propionylamino)-methyl]-phenylamino}-6-(2,2-difluoro-ethoxy)-1H-benzimidazole-5-carboxylic acid amide). The yield is 43.0%. RXN SMILES: [F:1][C:2]([F:26])([F:25])[C@H:3]1[CH2:8][CH2:7][C@H:6]([NH:9][C:10](=[O:24])[C:11]2[CH:16]=[C:15]([NH2:17])[C:14]([NH2:18])=[CH:13][C:12]=2[O:19][CH2:20][CH:21]([F:23])[F:22])[CH2:5][CH2:4]1.[Cl:27][C:28]1[C:41]([N:42]=[C:43]=S)=[C:40]([Cl:45])[CH:39]=[CH:38][C:29]=1[CH2:30][NH:31][C:32](=[O:37])[C:33]([CH3:36])([CH3:35])[CH3:34].CC(C)N=C=NC(C)C>>[F:1][C:2]([F:25])([F:26])[C@H:3]1[CH2:8][CH2:7][C@H:6]([NH:9][C:10]([C:11]2[C:12]([O:19][CH2:20][CH:21]([F:22])[F:23])=[CH:13][C:14]3[NH:18][C:43]([NH:42][C:41]4[C:40]([Cl:45])=[CH:39][CH:38]=[C:29]([CH2:30][NH:31][C:32](=[O:37])[C:33]([CH3:34])([CH3:35])[CH3:36])[C:28]=4[Cl:27])=[N:17][C:15]=3[CH:16]=2)=[O:24])[CH2:5][CH2:4]1. Procedure: The title compound is prepared from N-(trans-4-trifluoromethyl-cyclohex-1-yl)-2-(2,2-difluoro-ethoxy)-4,5-diamino-benzoic acid amide and N-(2,4-dichloro-3-isothiocyanato-benzyl)-2,2-dimethyl-propionamide with DIC in analogy to example 1 g. Starting materials: C1COCCO1, FC(F)(F)c1ccc(-c2cc(Cl)ncn2)cc1, [Na+], [OH-], Oc1ccc2cc[nH]c2c1. The product is FC(F)(F)c1ccc(-c2cc(Oc3ccc4cc[nH]c4c3)ncn2)cc1. RXN SMILES: [CH2:30]1[O:31][CH2:32][CH2:33][O:34][CH2:35]1.[Cl:1][c:2]1[n:3][cH:4][n:5][c:6](-[c:8]2[cH:9][cH:10][c:11]([C:14]([F:15])([F:16])[F:17])[cH:12][cH:13]2)[cH:7]1.[Na+:29].[OH-:28].[OH:18][c:19]1[cH:20][cH:21][c:22]2[cH:23][cH:24][nH:25][c:26]2[cH:27]1>>[c:2]1([O:18][c:19]2[cH:20][cH:21][c:22]3[cH:23][cH:24][nH:25][c:26]3[cH:27]2)[n:3][cH:4][n:5][c:6](-[c:8]2[cH:9][cH:10][c:11]([C:14]([F:15])([F:16])[F:17])[cH:12][cH:13]2)[cH:7]1. Reactants: CC(C)(C)[Si](C)(C)OCCO, ClCCl, CN1CCOCC1, O=C(Cl)Oc1ccc([N+](=O)[O-])cc1. Yields the product CC(C)(C)[Si](C)(C)OCCOC(=O)Oc1ccc([N+](=O)[O-])cc1. As a reaction SMILES: [C:14]([CH3:15])([CH3:16])([CH3:17])[Si:18]([O:19][CH2:20][CH2:21][OH:22])([CH3:23])[CH3:24].[CH2:32]([Cl:33])[Cl:34].[CH3:25][N:26]1[CH2:27][CH2:28][O:29][CH2:30][CH2:31]1.[N+:1](=[O:2])([O-:3])[c:4]1[cH:5][cH:6][c:7]([O:8][C:9](=[O:10])[Cl:11])[cH:12][cH:13]1>>[N+:1](=[O:2])([O-:3])[c:4]1[cH:5][cH:6][c:7]([O:8][C:9](=[O:10])[O:22][CH2:21][CH2:20][O:19][Si:18]([C:14]([CH3:15])([CH3:16])[CH3:17])([CH3:23])[CH3:24])[cH:12][cH:13]1.